From a dataset of the Open Reaction Database (ORD), a public repository of structured organic reaction records. describe an organic reaction: reactants, conditions, products, and yield Starting materials: O=C1c2ccccc2C(=O)N1CCCBr, CCOC(C)=O, CCCOc1ccc(F)c2c(=O)c(-c3ccc(OC)cc3)c[nH]c12, [H-], [Na+], CN(C)C=O, O. The product is CCCOc1ccc(F)c2c(=O)c(-c3ccc(OC)cc3)cn(CCCN3C(=O)c4ccccc4C3=O)c12. RXN SMILES: [Br:32][CH2:33][CH2:34][CH2:35][N:36]1[C:37](=[O:46])[c:38]2[c:39]([cH:42][cH:43][cH:44][cH:45]2)[C:40]1=[O:41].[CH3:47][CH2:48][O:49][C:50](=[O:51])[CH3:52].[F:8][c:9]1[c:10]2[c:11](=[O:31])[c:12](-[c:23]3[cH:24][cH:25][c:26]([O:29][CH3:30])[cH:27][cH:28]3)[cH:13][nH:14][c:15]2[c:16]([O:19][CH2:20][CH2:21][CH3:22])[cH:17][cH:18]1.[H-:1].[Na+:2].[O:3]=[CH:4][N:5]([CH3:6])[CH3:7].[OH2:53]>>[F:8][c:9]1[c:10]2[c:11](=[O:31])[c:12](-[c:23]3[cH:24][cH:25][c:26]([O:29][CH3:30])[cH:27][cH:28]3)[cH:13][n:14]([CH2:33][CH2:34][CH2:35][N:36]3[C:37](=[O:46])[c:38]4[c:39]([cH:42][cH:43][cH:44][cH:45]4)[C:40]3=[O:41])[c:15]2[c:16]([O:19][CH2:20][CH2:21][CH3:22])[cH:17][cH:18]1.